Dataset: the Open Reaction Database (ORD), a public repository of structured organic reaction records. Task: describe an organic reaction: reactants, conditions, products, and yield Reactants: C(C)(C)(C)OC(NC(CC1=CC2=CN(N=C2C(=C1)C)COCC[Si](C)(C)C)C=1NC=CN1)=O (tert-Butyl-1-(1H-imidazol-2-yl)-2-(7-methyl-2-[{2-[trimethylsilyl]ethoxy}methyl]-2H-indazol-5-yl)ethylcarbamate), CN(C=O)C (dimethylformamide), (4-bromomethyl) pyridine, C([O-])([O-])=O.[K+].[K+] (potassium carbonate). Run at time 3 day. Yields the product CC1=CC(=CC2=CN(N=C12)COCC[Si](C)(C)C)CC(C=1N(C=CN1)CC1=CC=NC=C1)NC(OC(C)(C)C)=O ((±)-tert-Butyl 2-(7-methyl-2-((2-(trimethylsilyl)ethoxy)methyl)-2H-indazol-5-yl)-1-(1-(pyridin-4-ylmethyl)-1H-imidazol-2-yl)ethylcarbamate). As a reaction SMILES: [C:1]([O:5][C:6](=[O:33])[NH:7][CH:8]([C:28]1[NH:29][CH:30]=[CH:31][N:32]=1)[CH2:9][C:10]1[CH:18]=[C:17]([CH3:19])[C:16]2[C:12](=[CH:13][N:14]([CH2:20][O:21][CH2:22][CH2:23][Si:24]([CH3:27])([CH3:26])[CH3:25])[N:15]=2)[CH:11]=1)([CH3:4])([CH3:3])[CH3:2].C(=O)([O-])[O-].[K+].[K+].[CH3:40][N:41]([CH3:44])C=O>>[CH3:19][C:17]1[C:16]2[C:12](=[CH:13][N:14]([CH2:20][O:21][CH2:22][CH2:23][Si:24]([CH3:25])([CH3:27])[CH3:26])[N:15]=2)[CH:11]=[C:10]([CH2:9][CH:8]([NH:7][C:6](=[O:33])[O:5][C:1]([CH3:4])([CH3:2])[CH3:3])[C:28]2[N:29]([CH2:4][C:1]3[CH:3]=[CH:44][N:41]=[CH:40][CH:2]=3)[CH:30]=[CH:31][N:32]=2)[CH:18]=1 |f:1.2.3|. Procedure: tert-Butyl-1-(1H-imidazol-2-yl)-2-(7-methyl-2-[{2-[trimethylsilyl]ethoxy}methyl]-2H-indazol-5-yl)ethylcarbamate (25 mg, 0.53 mmol), (4-bromomethyl) pyridine (14.1 mg 0.055 mmol, 1.05 equiv), and potassium carbonate (22.0 mg, 0.16 mmol) were combined in dimethylformamide (1.0 mL). After stirring at room temperature for 3 d, the solvents were removed and the residue purified by column chromatography to afford 23.0 mg (77%). Mass spec.: 563.3 (MH)+. The solvent is C1CCOC1 (THF). The reactants are FC=1C=C(C=CC1)CN1C2=CC=CC(=C2C=2C(=CC(=CC12)C)O)C(=O)OC (9-[(3-fluorophenyl)methyl]-2-methyl-4-hydroxy-5-carbomethoxy carbazole), [OH-].[NH4+] (ammonium hydroxide). Reported procedure: A solution of the 9-[(3-fluorophenyl)methyl]-2-methyl-4-hydroxy-5-carbomethoxy carbazole (0.33 g, 0.91 mM) in 14 ml THF and 54 mL concentrated aqueous ammonium hydroxide was sonicated for 6.5 h at 30-40° C. The precipitated solid was filtered, washed with water, and triturated with 35 ml Et2O to afford 182 mg (57%) of 9-[(3-fluorophenyl)methyl]-2-methyl-4-hydroxy-5-carbamoyl carbazole. 1H NMR (DMSO-d6) δ10.5 (s, 1H), 8.8 (bs, 1H), 8.4 (bs, 1H), 7.75 (m, 1H), 7.4 (m, 2H), 7.25 (m, 1H), 7.05 (m, 1... The product is FC=1C=C(C=CC1)CN1C2=CC=CC(=C2C=2C(=CC(=CC12)C)O)C(N)=O (9-[(3-fluorophenyl)methyl]-2-methyl-4-hydroxy-5-carbamoyl carbazole). Isolated yield 57.0%. As a reaction SMILES: [F:1][C:2]1[CH:3]=[C:4]([CH2:8][N:9]2[C:21]3[CH:20]=[C:19]([CH3:22])[CH:18]=[C:17]([OH:23])[C:16]=3[C:15]3[C:10]2=[CH:11][CH:12]=[CH:13][C:14]=3[C:24]([O:26]C)=O)[CH:5]=[CH:6][CH:7]=1.[OH-].[NH4+:29]>C1COCC1>[F:1][C:2]1[CH:3]=[C:4]([CH2:8][N:9]2[C:21]3[CH:20]=[C:19]([CH3:22])[CH:18]=[C:17]([OH:23])[C:16]=3[C:15]3[C:10]2=[CH:11][CH:12]=[CH:13][C:14]=3[C:24](=[O:26])[NH2:29])[CH:5]=[CH:6][CH:7]=1 |f:1.2|. Yields the product CC(C)(C)OC(=O)N(CCO)CCC(=O)N1CC(n2nc(-c3ccc(Oc4ccccc4)cc3)c3c(N)ncnc32)C1. Reactants: CC(C)(C)OC(=O)N(CCO)CCC(=O)O, CCN=C=NCCCN(C)C, CCN(C(C)C)C(C)C, ClCCl, Cl, Nc1ncnc2c1c(-c1ccc(Oc3ccccc3)cc1)nn2C1CNC1, On1nnc2cccnc21. Reaction SMILES: [C:28]([CH3:29])([CH3:30])([CH3:31])[O:32][C:33](=[O:34])[N:35]([CH2:36][CH2:37][C:38](=[O:39])[OH:40])[CH2:41][CH2:42][OH:43].[CH3:45][N:46]([CH3:47])[CH2:48][CH2:49][CH2:50][N:51]=[C:52]=[N:53][CH2:54][CH3:55].[CH:56]([N:57]([CH2:58][CH3:59])[CH:60]([CH3:61])[CH3:62])([CH3:63])[CH3:64].[Cl:75][CH2:76][Cl:77].[ClH:44].[NH:1]1[CH2:2][CH:3]([n:5]2[n:6][c:7](-[c:15]3[cH:16][cH:17][c:18]([O:21][c:22]4[cH:23][cH:24][cH:25][cH:26][cH:27]4)[cH:19][cH:20]3)[c:8]3[c:9]2[n:10][cH:11][n:12][c:13]3[NH2:14])[CH2:4]1.[OH:65][n:66]1[c:67]2[n:68][cH:69][cH:70][cH:71][c:72]2[n:73][n:74]1>>[N:1]1([C:38]([CH2:37][CH2:36][N:35]([C:33]([O:32][C:28]([CH3:29])([CH3:30])[CH3:31])=[O:34])[CH2:41][CH2:42][OH:43])=[O:39])[CH2:2][CH:3]([n:5]2[n:6][c:7](-[c:15]3[cH:16][cH:17][c:18]([O:21][c:22]4[cH:23][cH:24][cH:25][cH:26][cH:27]4)[cH:19][cH:20]3)[c:8]3[c:9]2[n:10][cH:11][n:12][c:13]3[NH2:14])[CH2:4]1. Starting materials: FC(C1=CC=C(C=C1)C1=NSC2=C1C=CC(=C2)C#CCCO)(F)F (4-[3-(4-Trifluoromethyl-phenyl)-benzo[d]isothiazol-6-yl]-but-3-yn-1-ol), CNCCO (2-Methylaminoethanol). Product: CN(CCO)CCC#CC1=CC2=C(C(=NS2)C2=CC=C(C=C2)C(F)(F)F)C=C1 (2-(Methyl-{4-[3-(4-trifluoromethyl-phenyl)-benzo[d]isothiazol-6-yl]-but-3-ynyl}-amino)-ethanol). Reaction SMILES: [F:1][C:2]([F:24])([F:23])[C:3]1[CH:8]=[CH:7][C:6]([C:9]2[C:13]3[CH:14]=[CH:15][C:16]([C:18]#[C:19][CH2:20][CH2:21]O)=[CH:17][C:12]=3[S:11][N:10]=2)=[CH:5][CH:4]=1.[CH3:25][NH:26][CH2:27][CH2:28][OH:29]>>[CH3:25][N:26]([CH2:21][CH2:20][C:19]#[C:18][C:16]1[CH:15]=[CH:14][C:13]2[C:9]([C:6]3[CH:7]=[CH:8][C:3]([C:2]([F:24])([F:1])[F:23])=[CH:4][CH:5]=3)=[N:10][S:11][C:12]=2[CH:17]=1)[CH2:27][CH2:28][OH:29]. Procedure details: In analogy to example 19.1, 4-[3-(4-Trifluoromethyl-phenyl)-benzo[d]isothiazol-6-yl]-but-3-yn-1-ol and 2-Methylaminoethanol were converted to yield 2-(Methyl-{4-[3-(4-trifluoromethyl-phenyl)-benzo[d]isothiazol-6-yl]-but-3-ynyl}-amino)-ethanol as yellow oil, MS: 405 (MH+). Reactants: Cl.Cl.CC1=CC=CC(=N1)C1(CCNCC1)C#N (4-(6-methylpyridin-2-yl)piperidine-4-carbonitrile dihydrochloride), CCN(C(C)C)C(C)C (DIEA), C(CC)S(=O)(=O)Cl (n-C3H7SO2Cl), [OH-].[Na+] (NaOH). The solvent is C(Cl)Cl (DCM). Reaction conditions: temperature 0 celsius, time 2 hour. Yields the product CC1=CC=CC(=N1)C1(CCN(CC1)S(=O)(=O)CCC)C#N (4-(6-Methylpyridin-2-yl)-1-(propylsulfonyl)piperidine-4-carbonitrile), C(CC)S(=O)(=O)N1CCC(CC1)C#N (1-(propylsulfonyl)piperidine-4-carbonitrile). As a reaction SMILES: Cl.Cl.[CH3:3][C:4]1[N:9]=[C:8]([C:10]2([C:16]#[N:17])[CH2:15][CH2:14][NH:13][CH2:12][CH2:11]2)[CH:7]=[CH:6][CH:5]=1.CCN(C(C)C)C(C)C.[CH2:27]([S:30](Cl)(=[O:32])=[O:31])[CH2:28][CH3:29].[OH-].[Na+]>C(Cl)Cl>[CH3:3][C:4]1[N:9]=[C:8]([C:10]2([C:16]#[N:17])[CH2:15][CH2:14][N:13]([S:30]([CH2:27][CH2:28][CH3:29])(=[O:32])=[O:31])[CH2:12][CH2:11]2)[CH:7]=[CH:6][CH:5]=1.[CH2:27]([S:30]([N:13]1[CH2:12][CH2:11][CH:10]([C:16]#[N:17])[CH2:15][CH2:14]1)(=[O:32])=[O:31])[CH2:28][CH3:29] |f:0.1.2,5.6|. Reported procedure: To a solution of 4-(6-methylpyridin-2-yl)piperidine-4-carbonitrile dihydrochloride (II-3) (2.74 g, 10 mmole) in DCM (60 mL) containing DIEA (5.16 g, 40 mmole) was added n-C3H7SO2Cl (1.57 g, 11 mmole) at 0° C. The resultant reaction mixture was stirred for 2 h at 0° C. After this time, LCMS indicated that the reaction was completion. 2N NaOH (30 mL) was added to the reaction. The resultant reaction mixture was stirred for 2 h at rt. After this time, the DCM layer was separated. The aqueous soluti... The reactants are O=C([O-])[O-], COc1nc(C)nc2sc(N=C(SC)SC)nc12, Cl, Cl, [Cs+], [Cs+], NCC1(O)CN2CCC1CC2, CN(C)C=O, O. Yields the product COc1nc(C)nc2sc(NC3=NCC4(CN5CCC4CC5)O3)nc12. Reaction SMILES: [C:32](=[O:33])([O-:34])[O-:35].[CH3:1][O:2][c:3]1[c:4]2[c:5]([n:6][c:7]([CH3:9])[n:8]1)[s:10][c:11]([N:13]=[C:14]([S:15][CH3:16])[S:17][CH3:18])[n:12]2.[ClH:19].[ClH:20].[Cs+:36].[Cs+:37].[NH2:21][CH2:22][C:23]1([OH:31])[CH2:24][N:25]2[CH2:26][CH2:27][CH:28]1[CH2:29][CH2:30]2.[O:39]=[CH:40][N:41]([CH3:42])[CH3:43].[OH2:38]>>[CH3:1][O:2][c:3]1[c:4]2[c:5]([n:6][c:7]([CH3:9])[n:8]1)[s:10][c:11]([NH:13][C:14]1=[N:21][CH2:22][C:23]3([CH2:24][N:25]4[CH2:26][CH2:27][CH:28]3[CH2:29][CH2:30]4)[O:31]1)[n:12]2. The reactants are ClC=1N=CC2=C(N1)NC=C2C (2-Chloro-5-methyl-7H-pyrrolo[2,3-d]pyrimidine), BrC1=NC=CC=C1 (2-bromopyridine), [O-]P(=O)([O-])[O-].[K+].[K+].[K+] (K3PO4), N[C@H]1[C@@H](CCCC1)N (trans-1,2-diaminocyclohexane). Reagents/catalysts: [Cu]I (copper(I) iodide). Solvent: O1CCOCC1 (1,4-dioxane), C(C)(=O)OCC (ethyl acetate). Reaction conditions: temperature 90 celsius, time 1.5 hour. Product: ClC=1N=CC2=C(N1)N(C=C2C)C2=NC=CC=C2 (2-Chloro-5-methyl-7-pyridin-2-yl-7H-pyrrolo[2,3-d]pyrimidine). Yield: 55.0%. As a reaction SMILES: [Cl:1][C:2]1[N:3]=[CH:4][C:5]2[C:10]([CH3:11])=[CH:9][NH:8][C:6]=2[N:7]=1.Br[C:13]1[CH:18]=[CH:17][CH:16]=[CH:15][N:14]=1.[O-]P([O-])([O-])=O.[K+].[K+].[K+].N[C@@H]1CCCC[C@H]1N>O1CCOCC1.C(OCC)(=O)C.[Cu]I>[Cl:1][C:2]1[N:3]=[CH:4][C:5]2[C:10]([CH3:11])=[CH:9][N:8]([C:13]3[CH:18]=[CH:17][CH:16]=[CH:15][N:14]=3)[C:6]=2[N:7]=1 |f:2.3.4.5|. Procedure details: A mixture of 2-Chloro-5-methyl-7H-pyrrolo[2,3-d]pyrimidine (80 mg, 0.48 mmol), 2-bromopyridine (113 mg, 0.72 mmol), copper(I) iodide (9.1 mg, 0.48 mmol), K3PO4 (2.02 g, 23.84 mmol), and trans-1,2-diaminocyclohexane (5.44 mg, 0.48 mmol) in 1,4-dioxane (7 mL) is stirred at 90° C. for 1.5 hrs. After cooling to room temperature the reaction mixture is diluted with ethyl acetate and washed with brine. The organic phase is dried (anhydrous Na2SO4) and the solvent is evaporated. The crude product is pu...